This data is from the Open Reaction Database (ORD), a public repository of structured organic reaction records. The task is: describe an organic reaction: reactants, conditions, products, and yield Starting materials: NC=1C=C(OC2=C(C(=NC=C2)N)[N+](=O)[O-])C=C(C1)Cl (4-(3-Amino-5-chlorophenoxy)-3-nitropyridin-2-amine), FC(OC=1C=C(C(=O)Cl)C=CC1)(F)F (3-(trifluoromethoxy)benzoyl chloride). Yields the product NC1=NC=CC(=C1[N+](=O)[O-])OC=1C=C(C=C(C1)Cl)NC(C1=CC(=CC=C1)OC(F)(F)F)=O (N-(3-(2-Amino-3-nitropyridin-4-yloxy)-5-chlorophenyl)-3-(trifluoromethoxy)benzamide). Yield: 74.0%. RXN SMILES: [NH2:1][C:2]1[CH:3]=[C:4]([CH:16]=[C:17]([Cl:19])[CH:18]=1)[O:5][C:6]1[CH:11]=[CH:10][N:9]=[C:8]([NH2:12])[C:7]=1[N+:13]([O-:15])=[O:14].[F:20][C:21]([F:33])([F:32])[O:22][C:23]1[CH:24]=[C:25]([CH:29]=[CH:30][CH:31]=1)[C:26](Cl)=[O:27]>>[NH2:12][C:8]1[C:7]([N+:13]([O-:15])=[O:14])=[C:6]([O:5][C:4]2[CH:3]=[C:2]([NH:1][C:26](=[O:27])[C:25]3[CH:29]=[CH:30][CH:31]=[C:23]([O:22][C:21]([F:20])([F:32])[F:33])[CH:24]=3)[CH:18]=[C:17]([Cl:19])[CH:16]=2)[CH:11]=[CH:10][N:9]=1. Procedure details: Method H was used with 4-(3-Amino-5-chlorophenoxy)-3-nitropyridin-2-amine and 3-(trifluoromethoxy)benzoyl chloride to afford the title compound as a yellow solid (0.155 g, 74%). 1H NMR δ (DMSO): 6.21 (d, 1H, Hpy,5, J=5.5 Hz), 7.13 (t, 1H, Harom, J=2 Hz), 7.25 (s, 2H, NH2), 7.58 (t, 1H, Harom, J=2 Hz), 7.63 (dt, 1H, Harom, J=1+8 Hz), 7.70 (t, 1H, Harom,5, J=8 Hz), 7.86 (d, 1H, Harom, J=2 Hz), 7.89 (s, 1H, Harom,2′), 8.02 (dt, 1H, Harom, J=1+8 Hz), 8.09 (d, 1H, Hpy,6, J=5.5 Hz), 10.6 (s, 1H, NHami... The reactants are BrCC=1OC(=C(N1)C1=CC=CC=C1)C1=CC=CC=C1 (2 -Bromomethyl-4,5-diphenyl-oxazole), [H-].[Na+] (NaH), C(C)OC(=O)NC=1C=C(OCC(=O)OC)C=CC1 (methyl [3-[(ethoxycarbonyl) amino]phenoxy]acetate). Run in CN(C)C=O (DMF), CN(C)C=O (DMF), O (H2O). Reaction conditions: time 20 minute. Yields the product C1(=CC=CC=C1)C=1N=C(OC1C1=CC=CC=C1)CN(C=1C=C(OCC(=O)OC)C=CC1)C(=O)OCC (methyl [3-[[(4,5-diphenyl-2-oxazolyl)methyl](ethoxycarbonyl)amino]phenoxy]acetate). Yield: 19.3%. As a reaction SMILES: [CH2:1]([O:3][C:4]([NH:6][C:7]1[CH:8]=[C:9]([CH:16]=[CH:17][CH:18]=1)[O:10][CH2:11][C:12]([O:14][CH3:15])=[O:13])=[O:5])[CH3:2].[H-].[Na+].Br[CH2:22][C:23]1[O:24][C:25]([C:34]2[CH:39]=[CH:38][CH:37]=[CH:36][CH:35]=2)=[C:26]([C:28]2[CH:33]=[CH:32][CH:31]=[CH:30][CH:29]=2)[N:27]=1>CN(C=O)C.O>[C:28]1([C:26]2[N:27]=[C:23]([CH2:22][N:6]([C:4]([O:3][CH2:1][CH3:2])=[O:5])[C:7]3[CH:8]=[C:9]([CH:16]=[CH:17][CH:18]=3)[O:10][CH2:11][C:12]([O:14][CH3:15])=[O:13])[O:24][C:25]=2[C:34]2[CH:35]=[CH:36][CH:37]=[CH:38][CH:39]=2)[CH:33]=[CH:32][CH:31]=[CH:30][CH:29]=1 |f:1.2|. Procedure details: A solution of methyl [3-[(ethoxycarbonyl) amino]phenoxy]acetate (4.10 g, 16 mmol) was dissolved in DMF (40 mL), NaH (0.94 g of a 50% dispersion in mineral oil, 19 mmol) added and the mixture stirred at room temperature for about 20 minutes. 2 -Bromomethyl-4,5-diphenyl-oxazole (5.10 g, 16 mmol) in DMF (15 mL) was added dropwise and the mixture stirred at room temperature for about 3 hours. The mixture was diluted with H2O, extracted with Et2O and the combined extracts washed with H2O. After dryin... The reactants are NC1=C(C=C(C=C1OCC(F)(F)F)C(C(=O)OCC)CC(C)C)Br (ethyl 2-(4-amino-3-bromo-5-(2,2,2-trifluoroethoxy)phenyl)-4-methylpentanoate), FC(C1=CC=C(C=C1)B(O)O)(F)F (4-trifluoromethylphenylboronic acid), [F-].[Cs+] (CsF), CCOC(=O)C (EtOAc). Reagents/catalysts: C=1C=CC(=CC1)[P](C=2C=CC=CC2)(C=3C=CC=CC3)[Pd]([P](C=4C=CC=CC4)(C=5C=CC=CC5)C=6C=CC=CC6)([P](C=7C=CC=CC7)(C=8C=CC=CC8)C=9C=CC=CC9)[P](C=1C=CC=CC1)(C=1C=CC=CC1)C=1C=CC=CC1 (Pd (PPh3)4). The solvent is COCCOC (1,2-dimethoxy ethane), O (water). The product is NC1=C(C=C(C=C1C1=CC=C(C=C1)C(F)(F)F)C(C(=O)OCC)CC(C)C)OCC(F)(F)F (ethyl 2-(6-amino-5-(2,2,2-trifluoroethoxy)-4′-(trifluoromethyl)biphenyl-3-yl)-4-methylpentanoate). The yield is 85.1%. As a reaction SMILES: [NH2:1][C:2]1[C:7]([O:8][CH2:9][C:10]([F:13])([F:12])[F:11])=[CH:6][C:5]([CH:14]([CH2:20][CH:21]([CH3:23])[CH3:22])[C:15]([O:17][CH2:18][CH3:19])=[O:16])=[CH:4][C:3]=1Br.[F:25][C:26]([F:37])([F:36])[C:27]1[CH:32]=[CH:31][C:30](B(O)O)=[CH:29][CH:28]=1.[F-].[Cs+].CCOC(C)=O>COCCOC.C1C=CC([P]([Pd]([P](C2C=CC=CC=2)(C2C=CC=CC=2)C2C=CC=CC=2)([P](C2C=CC=CC=2)(C2C=CC=CC=2)C2C=CC=CC=2)[P](C2C=CC=CC=2)(C2C=CC=CC=2)C2C=CC=CC=2)(C2C=CC=CC=2)C2C=CC=CC=2)=CC=1.O>[NH2:1][C:2]1[C:3]([C:30]2[CH:31]=[CH:32][C:27]([C:26]([F:37])([F:36])[F:25])=[CH:28][CH:29]=2)=[CH:4][C:5]([CH:14]([CH2:20][CH:21]([CH3:23])[CH3:22])[C:15]([O:17][CH2:18][CH3:19])=[O:16])=[CH:6][C:7]=1[O:8][CH2:9][C:10]([F:13])([F:12])[F:11] |f:2.3,^1:55,57,76,95|. Reported procedure: A mixture of ethyl 2-(4-amino-3-bromo-5-(2,2,2-trifluoroethoxy)phenyl)-4-methylpentanoate (0.70 g, 1.6 mmol), 4-trifluoromethylphenylboronic acid (0.642 g, 3.39 mmol), CsF (0.641 g, 4.2 mmol) and Pd (PPh3)4 (0.196 g, 0.16 mmol) in 40 mL anhydrous 1,2-dimethoxy ethane was refluxed for 8 h under argon. The reaction mixture was cooled, and 35 mL of EtOAc and 35 mL of water were added. The organic phase was separated, dried over Na2SO4, filtered and concentrated under reduced pressure to yellow oil.... RXN SMILES: [CH:1]1([N:4]([CH:18]2[CH2:23][CH2:22][N:21]([C:24](=[NH:27])[NH:25][OH:26])[CH2:20][CH2:19]2)[C:5](=[O:17])[C:6]2[CH:11]=[CH:10][C:9]([C:12]3[O:16][CH:15]=[N:14][CH:13]=3)=[CH:8][CH:7]=2)[CH2:3][CH2:2]1.[N:28]1[CH:33]=[CH:32][N:31]=[CH:30][C:29]=1[C:34](Cl)=O>>[CH:1]1([N:4]([CH:18]2[CH2:23][CH2:22][N:21]([C:24]3[N:27]=[C:34]([C:29]4[CH:30]=[N:31][CH:32]=[CH:33][N:28]=4)[O:26][N:25]=3)[CH2:20][CH2:19]2)[C:5](=[O:17])[C:6]2[CH:11]=[CH:10][C:9]([C:12]3[O:16][CH:15]=[N:14][CH:13]=3)=[CH:8][CH:7]=2)[CH2:3][CH2:2]1. Starting materials: C1(CC1)N(C(C1=CC=C(C=C1)C1=CN=CO1)=O)C1CCN(CC1)C(NO)=N (N-cyclopropyl-N-[1-(N-hydroxycarbamimidoyl)-piperidin-4-yl]-4-oxazol-5-yl-benzamide), N1=C(C=NC=C1)C(=O)Cl (pyrazine-2-carbonyl chloride). Reported procedure: The title compound is prepared from N-cyclopropyl-N-[1-(N-hydroxycarbamimidoyl)-piperidin-4-yl]-4-oxazol-5-yl-benzamide and pyrazine-2-carbonyl chloride following a procedure analogous to that described in Example 47. LC (method 2): tR=1.15 min; Mass spectrum (ESI+): m/z=458 [M+H]+. Yields the product C1(CC1)N(C(C1=CC=C(C=C1)C1=CN=CO1)=O)C1CCN(CC1)C1=NOC(=N1)C1=NC=CN=C1 (N-Cyclopropyl-4-oxazol-5-yl-N-[1-(5-pyrazin-2-yl-[1,2,4]oxadiazol-3-yl)-piperidin-4-yl]-benzamide). Reactants: C(C)(C)(C)C1=CC(=C(C=N1)C=1N([C@]([C@](N1)(C)C1=CC=C(C=C1)Cl)(C)C1=CC=C(C=C1)Cl)C(=O)N1C[C@@H]2C([C@@H]2C1)C(=O)O)OCC ((1S,5R)-3-[(4S,5R)-2-(6-tert-butyl-4-ethoxy-pyridin-3-yl)-4,5-bis-(4-chloro-phenyl)-4,5-dimethyl-4,5-dihydro-imidazole-1-carbonyl]-3-aza-bicyclo[3.1.0]hexane-6-carboxylic acid), ethyl ester, CO[C@@H]1CNCC1 ((S)-3-methoxy-pyrrolidine). Product: C(C)(C)(C)C1=CC(=C(C=N1)C=1N([C@]([C@](N1)(C)C1=CC=C(C=C1)Cl)(C)C1=CC=C(C=C1)Cl)C(=O)N1C[C@@H]2C([C@@H]2C1)C(=O)N1C[C@H](CC1)OC)OCC ([(4S,5R)-2-(6-tert-Butyl-4-ethoxy-pyridin-3-yl)-4,5-bis-(4-chloro-phenyl)-4,5-dimethyl-4,5-dihydro-imidazol-1-yl]-[(1S,5R)-6-((S)-3-methoxy-pyrrolidine-1-carbonyl)-3-aza-bicyclo[3.1.0]hex-3-yl]-methanone). RXN SMILES: [C:1]([C:5]1[N:10]=[CH:9][C:8]([C:11]2[N:12]([C:32]([N:34]3[CH2:39][C@@H:38]4[C@@H:36]([CH:37]4[C:40](O)=[O:41])[CH2:35]3)=[O:33])[C@@:13]([C:25]3[CH:30]=[CH:29][C:28]([Cl:31])=[CH:27][CH:26]=3)([CH3:24])[C@@:14]([C:17]3[CH:22]=[CH:21][C:20]([Cl:23])=[CH:19][CH:18]=3)([CH3:16])[N:15]=2)=[C:7]([O:43][CH2:44][CH3:45])[CH:6]=1)([CH3:4])([CH3:3])[CH3:2].[CH3:46][O:47][C@H:48]1[CH2:52][CH2:51][NH:50][CH2:49]1>>[C:1]([C:5]1[N:10]=[CH:9][C:8]([C:11]2[N:12]([C:32]([N:34]3[CH2:39][C@@H:38]4[C@@H:36]([CH:37]4[C:40]([N:50]4[CH2:51][CH2:52][C@H:48]([O:47][CH3:46])[CH2:49]4)=[O:41])[CH2:35]3)=[O:33])[C@@:13]([C:25]3[CH:26]=[CH:27][C:28]([Cl:31])=[CH:29][CH:30]=3)([CH3:24])[C@@:14]([C:17]3[CH:18]=[CH:19][C:20]([Cl:23])=[CH:21][CH:22]=3)([CH3:16])[N:15]=2)=[C:7]([O:43][CH2:44][CH3:45])[CH:6]=1)([CH3:4])([CH3:2])[CH3:3]. Procedure details: In a manner analogous to the method described in examples 99, (1S,5R)-3-[(4S,5R)-2-(6-tert-butyl-4-ethoxy-pyridin-3-yl)-4,5-bis-(4-chloro-phenyl)-4,5-dimethyl-4,5-dihydro-imidazole-1-carbonyl]-3-aza-bicyclo[3.1.0]hexane-6-carboxylic acid (prepared from the ethyl ester, example 135) was coupled with (S)-3-methoxy-pyrrolidine (Aldrich) to give the title compound. HR-MS (ES, m/z) calculated for C40H48Cl2N5O4 [(M+H)+] 708.3078, observed 708.3072.